This data is from the Open Reaction Database (ORD), a public repository of structured organic reaction records. The task is: describe an organic reaction: reactants, conditions, products, and yield Starting materials: resultant solution, CC(C)([O-])C.[K+] (potassium tert-butoxide), O1CCCC1 (tetrahydrofuran), O1CCCC1 (tetrahydrofuran), CC1=CC=C(C=C1)N(C1=CC=C(C=C1)C)C1=CC=C(C=O)C=C1 (4-(N,N-bis(4-methylphenyl)amino) benzaldehyde), O (water), Cl (hydrochloric acid). The solvent is 2-hydroxybenzylphosphonic acid diethyl. Reaction conditions: time 2 hour. Product: OC1=C(C=CC=C1)C=CC1=CC=C(C=C1)N(C1=CC=C(C=C1)C)C1=CC=C(C=C1)C (2-hydroxy-4′-(N,N-bis(4-methylphenyl)amino)stilbene). Yield: 72.0%. RXN SMILES: [CH3:1][C:2]([CH3:5])([O-])[CH3:3].[K+].O1C[CH2:10][CH2:9][CH2:8]1.[CH3:12][C:13]1[CH:18]=[CH:17][C:16]([N:19]([C:27]2[CH:34]=[CH:33][C:30]([CH:31]=O)=[CH:29][CH:28]=2)[C:20]2[CH:25]=[CH:24][C:23]([CH3:26])=[CH:22][CH:21]=2)=[CH:15][CH:14]=1.Cl.[OH2:36]>>[OH:36][C:1]1[CH:10]=[CH:9][CH:8]=[CH:3][C:2]=1[CH:5]=[CH:12][C:13]1[CH:18]=[CH:17][C:16]([N:19]([C:27]2[CH:34]=[CH:33][C:30]([CH3:31])=[CH:29][CH:28]=2)[C:20]2[CH:25]=[CH:24][C:23]([CH3:26])=[CH:22][CH:21]=2)=[CH:15][CH:14]=1 |f:0.1|. Reported procedure: To a reaction vessel equipped with an agitation device, a thermometer and a dripping funnel was added 14.8 g of potassium tert-butoxide and 50 ml of tetrahydrofuran, and an aqueous solution of tetrahydrofuran in which 9.90 g of 2-hydroxybenzylphosphonic acid diethyl and 5.44 g of 4-(N,N-bis(4-methylphenyl)amino) benzaldehyde were dissolved was slowly added dropwise to the reaction vessel at room temperature in a nitrogen gas stream, followed by 2 hr reaction at the same temperature. The resultan... The reactants are [BH4-].[Na+] (Sodium borohydride), ClC=1C(=CC2=C(C(=C(C(O2)=O)CC2=CC(=CC=C2)[N+](=O)[O-])CC(C)=O)C1)OC(N(C)C)=O (dimethylcarbamic acid 6-chloro-3-(3-nitrobenzyl)-2-oxo-4-(2-oxopropyl)-2H-1-benzopyran-7-yl ester), O (water). Conditions: temperature 0 celsius, time 2 hour. The yield is 93.5%. As a reaction SMILES: [BH4-].[Na+].[Cl:3][C:4]1[C:5]([O:29][C:30](=[O:34])[N:31]([CH3:33])[CH3:32])=[CH:6][C:7]2[O:12][C:11](=[O:13])[C:10]([CH2:14][C:15]3[CH:20]=[CH:19][CH:18]=[C:17]([N+:21]([O-:23])=[O:22])[CH:16]=3)=[C:9]([CH2:24][C:25](=[O:27])[CH3:26])[C:8]=2[CH:28]=1.O>C1COCC1>[Cl:3][C:4]1[C:5]([O:29][C:30](=[O:34])[N:31]([CH3:33])[CH3:32])=[CH:6][C:7]2[O:12][C:11](=[O:13])[C:10]([CH2:14][C:15]3[CH:20]=[CH:19][CH:18]=[C:17]([N+:21]([O-:23])=[O:22])[CH:16]=3)=[C:9]([CH2:24][CH:25]([OH:27])[CH3:26])[C:8]=2[CH:28]=1 |f:0.1|. Yields the product ClC=1C(=CC2=C(C(=C(C(O2)=O)CC2=CC(=CC=C2)[N+](=O)[O-])CC(C)O)C1)OC(N(C)C)=O (Dimethylcarbamic acid 6-chloro-4-(2-hydroxypropyl)-3-(3-nitrobenzyl)-2-oxo-2H-1-benzopyran-7-yl ester). Solvent: C1CCOC1 (THF). Reported procedure: Sodium borohydride (49 mg, 1.30 mmol) was added to a solution of dimethylcarbamic acid 6-chloro-3-(3-nitrobenzyl)-2-oxo-4-(2-oxopropyl)-2H-1-benzopyran-7-yl ester (compound 7f-1-3CO) (300 mg, 0.65 mmol) in anhydrous THF (5.0 mL), and the mixture was stirred at 0° C. for 2 hours. The reaction mixture was then poured into water and extracted with ethyl acetate. The organic extract was washed with saturated saline and dried over magnesium sulfate, and the title compound (280 mg, 93%) was obtained a... Starting materials: [Ba+2], CN(C)C=O, ClCCl, Clc1ccc2nnc(Cl)n2n1, [OH-], [OH-], O, O, O, O, O, O, O, O, O, OB(O)c1ccc(F)cc1. The product is Fc1ccc(-c2ccc3nnc(Cl)n3n2)cc1. As a reaction SMILES: [Ba+2:20].[CH3:36][N:37]([CH3:38])[CH:39]=[O:40].[Cl:22][CH2:23][Cl:24].[Cl:25][c:26]1[n:27][n:28][c:29]2[n:30]1[n:31][c:32]([Cl:35])[cH:33][cH:34]2.[OH-:19].[OH-:21].[OH2:11].[OH2:12].[OH2:13].[OH2:14].[OH2:15].[OH2:16].[OH2:17].[OH2:18].[OH2:41].[OH:1][B:2]([OH:3])[c:4]1[cH:5][cH:6][c:7]([F:8])[cH:9][cH:10]1>>[c:4]1(-[c:32]2[n:31][n:30]3[c:26]([Cl:25])[n:27][n:28][c:29]3[cH:34][cH:33]2)[cH:5][cH:6][c:7]([F:8])[cH:9][cH:10]1. The reactants are CC1(CN=C2N(C=3C=CC(=CC3C23OCCCO3)S(=O)(=O)N3[C@@H](CCC3)CO)C1)C ({(2S)-1-[(3′,3′-dimethyl-3′,4′-dihydro-2′H-spiro[1,3-dioxane-2,10′-pyrimido[1,2-a]indol]-8′-yl)sulfonyl]pyrrolidin-2-yl}methanol), C1(=CC=C(C=C1)S(=O)(=O)Cl)C (p-toluenesulfonyl chloride), C(C)(C)N(C(C)C)CC (N,N-diisopropylethylamine). Reagents/catalysts: CN(C1=CC=NC=C1)C (4-(dimethylamino)pyridine). Run in C(Cl)Cl (CH2Cl2), [Cl-].[Na+].O (brine). Yields the product CC1=CC=C(C=C1)S(=O)(=O)OC[C@H]1N(CCC1)S(=O)(=O)C1=CC=2C3(C=4N(C2C=C1)CC(CN4)(C)C)OCCCO3 ({(2S)-1-[(3′,3′-Dimethyl-3′,4′-dihydro-2′H-spiro[1,3-dioxane-2,10′-pyrimido[1,2-a]indol]-8′-yl)sulfonyl]pyrrolidin-2-yl}methyl 4-methylbenzenesulfonate). Isolated yield 65.8%. As a reaction SMILES: [CH3:1][C:2]1([CH3:30])[CH2:29][N:6]2[C:7]3[CH:8]=[CH:9][C:10]([S:19]([N:22]4[CH2:26][CH2:25][CH2:24][C@H:23]4[CH2:27][OH:28])(=[O:21])=[O:20])=[CH:11][C:12]=3[C:13]3([O:18][CH2:17][CH2:16][CH2:15][O:14]3)[C:5]2=[N:4][CH2:3]1.[C:31]1([CH3:41])[CH:36]=[CH:35][C:34]([S:37](Cl)(=[O:39])=[O:38])=[CH:33][CH:32]=1.C(N(CC)C(C)C)(C)C>CN(C)C1C=CN=CC=1.C(Cl)Cl.[Cl-].[Na+].O>[CH3:41][C:31]1[CH:36]=[CH:35][C:34]([S:37]([O:28][CH2:27][C@@H:23]2[CH2:24][CH2:25][CH2:26][N:22]2[S:19]([C:10]2[CH:9]=[CH:8][C:7]3[N:6]4[CH2:29][C:2]([CH3:30])([CH3:1])[CH2:3][N:4]=[C:5]4[C:13]4([O:18][CH2:17][CH2:16][CH2:15][O:14]4)[C:12]=3[CH:11]=2)(=[O:21])=[O:20])(=[O:39])=[O:38])=[CH:33][CH:32]=1 |f:5.6.7|. Reported procedure: A solution of {(2S)-1-[(3′,3′-dimethyl-3′,4′-dihydro-2′H-spiro[1,3-dioxane-2,10′-pyrimido[1,2-a]indol]-8′-yl)sulfonyl]pyrrolidin-2-yl}methanol (0.100 g, 2.300 mmol), p-toluenesulfonyl chloride (0.070 g, 0.340 mmol), N,N-diisopropylethylamine (0.100 ml, 0.580 mmol) and 4-(dimethylamino)pyridine (0.020 g, 0.070 mmol) in CH2Cl2 (5 mL) was stirred at rt for 2 days. The reaction was poured into brine and extracted with EtOAc (3×). The combined organic extracts were dried over Na2SO4, filtered and con... As a reaction SMILES: [CH:1]12[CH2:10][CH:5]3[CH2:6][CH:7]([CH2:9][CH:3]([CH2:4]3)[CH:2]1[N:11]1[C:14](=[O:15])[C:13]([CH3:17])([CH3:16])[NH:12]1)[CH2:8]2.[N+:18]([C:21]1[CH:28]=[CH:27][CH:26]=[CH:25][C:22]=1[CH2:23]Br)([O-:20])=[O:19]>>[CH3:16][C:13]1([CH3:17])[N:12]([CH2:23][C:22]2[CH:25]=[CH:26][CH:27]=[CH:28][C:21]=2[N+:18]([O-:20])=[O:19])[N:11]([CH:2]2[CH:3]3[CH2:4][CH:5]4[CH2:6][CH:7]([CH2:8][CH:1]2[CH2:10]4)[CH2:9]3)[C:14]1=[O:15]. Starting materials: C12C(C3CC(CC(C1)C3)C2)N2NC(C2=O)(C)C (2-(Adamantan-2-yl)-4,4-dimethyl-1,2-diazetidin-3-one), [N+](=O)([O-])C1=C(CBr)C=CC=C1 (2-nitrobenzyl bromide). Procedure: 2-(Adamantan-2-yl)-4,4-dimethyl-1,2-diazetidin-3-one and 2-nitrobenzyl bromide were used for a similar reaction and treatment as Process 6 of Example 1, and the title compound was obtained as a yellow oil. Yields the product CC1(C(N(N1CC1=C(C=CC=C1)[N+](=O)[O-])C1C2CC3CC(CC1C3)C2)=O)C (4,4-dimethyl-1-(2-nitrobenzyl)-2-(adamantan-2-yl)-1,2-diazetidin-3-one). The reactants are Br, CS(C)=O, N=C(C1CC1)C1CC1. Product: [Br-], C1CC2=[N+](C1)CCC2. Reaction SMILES: [BrH:1].[CH3:10][S:11](=[O:12])[CH3:13].[CH:2]1([C:5](=[NH:6])[CH:7]2[CH2:8][CH2:9]2)[CH2:3][CH2:4]1>>[Br-:1].[CH2:2]1[CH2:3][CH2:4][N+:6]2=[C:5]1[CH2:7][CH2:8][CH2:9]2.